Dataset: the Open Reaction Database (ORD), a public repository of structured organic reaction records. Task: describe an organic reaction: reactants, conditions, products, and yield Reactants: [OH-].[Na+] (NaOH), O (water), C1(=CC=CC=C1)C=1OC2=C(N1)C=CC(=C2)CC(=O)OCC (ethyl 2-(2-phenylbenzo[d]oxazol-6-yl)acetate), [H-].[H-].[H-].[H-].[Li+].[Al+3] (LAH), O (water). Run in C1CCOC1 (THF). Conditions: time 2 hour. Product: C1(=CC=CC=C1)C=1OC2=C(N1)C=CC(=C2)CCO (2-(2-phenylbenzo[d]oxazol-6-yl)ethanol). Isolated yield 62.6%. As a reaction SMILES: [C:1]1([C:7]2[O:8][C:9]3[CH:15]=[C:14]([CH2:16][C:17](OCC)=[O:18])[CH:13]=[CH:12][C:10]=3[N:11]=2)[CH:6]=[CH:5][CH:4]=[CH:3][CH:2]=1.[H-].[H-].[H-].[H-].[Li+].[Al+3].O.[OH-].[Na+]>C1COCC1>[C:1]1([C:7]2[O:8][C:9]3[CH:15]=[C:14]([CH2:16][CH2:17][OH:18])[CH:13]=[CH:12][C:10]=3[N:11]=2)[CH:6]=[CH:5][CH:4]=[CH:3][CH:2]=1 |f:1.2.3.4.5.6,8.9|. Reported procedure: To the stirred solution of ethyl 2-(2-phenylbenzo[d]oxazol-6-yl)acetate (Daiichi Pharmaceuticals complay, Ltd, see EP1346982 A1, 2003)(407 mg, 1.37 mmol) in THF (12 mL) was added LAH at 10° C. The reaction mixture was allowed to stir at the same temperature for 2 h, water (0.07 mL), aqueous 15% NaOH (0.07 mL), and water (0.21 mL) were each carefully added to the mixture. The resulting slurry was filtered through a pad of Celite and concentrated in vacuo. The crude product was purified by flash c... The reactants are N1C=NC=C1 (Imidazole), BrC=1C=C(C=CC1)OC (m-bromoanisole), C([O-])([O-])=O.[K+].[K+] (potassium carbonate), cuprous chloride, C(C)(C)OC(C)C (isopropyl ether). Solvent: O (water), [OH-].[NH4+] (ammonium hydroxide), CN1C(CCC1)=O (N-methyl-2-pyrrolidone), C(C)O (ethanol). The product is N1(C=NC=C1)C=1C=C(C=CC1)O (3-(1H-Imidazol-1-yl)phenol). RXN SMILES: [NH:1]1[CH:5]=[CH:4][N:3]=[CH:2]1.Br[C:7]1[CH:8]=[C:9]([O:13]C)[CH:10]=[CH:11][CH:12]=1.C(=O)([O-])[O-].[K+].[K+].C(OC(C)C)(C)C>CN1CCCC1=O.O.[OH-].[NH4+].C(O)C>[N:1]1([C:7]2[CH:8]=[C:9]([OH:13])[CH:10]=[CH:11][CH:12]=2)[CH:5]=[CH:4][N:3]=[CH:2]1 |f:2.3.4,8.9|. Procedure details: Imidazole (34 g, 0.5 mole), m-bromoanisole (51 mL, 0.4 mole), potassium carbonate (52 g), and cuprous chloride (2.4 g) in 300 ml N-methyl-2-pyrrolidone was heated at reflux for 4 hours. The cooled mixture was diluted with water and 100 ml concentrated ammonium hydroxide. The product was extracted into toluene-ethylacetate (several times until TLC of aqueous layer showed only a trace amount of product). All the organic extracts were combined, filtered, extracted once with water and then three tim...